Dataset: the Open Reaction Database (ORD), a public repository of structured organic reaction records. Task: describe an organic reaction: reactants, conditions, products, and yield Reactants: ice water, intermediate x, C(C1=CC=CC=C1)OC1=CC=C(C=C1)[C@H]1[C@@H](C1)N ((trans)-2-[4-(benzyloxy)phenyl]cyclopropanamine), C(OC(C)(C)C)([O-])=O (tertbutyl carbonate). Solvent: N1=CC=CC=C1 (pyridine). Run at time 12 hour. Product: C(C1=CC=CC=C1)OC1=CC=C(C=C1)[C@H]1[C@@H](C1)NC(OC(C)(C)C)=O (tert-Butyl(trans)-2-[4-(benzyloxy)phenyl]cyclopropylcarbamate). RXN SMILES: [CH2:1]([O:8][C:9]1[CH:14]=[CH:13][C:12]([C@@H:15]2[CH2:17][C@H:16]2[NH2:18])=[CH:11][CH:10]=1)[C:2]1[CH:7]=[CH:6][CH:5]=[CH:4][CH:3]=1.[C:19](=O)([O-:25])[O:20][C:21]([CH3:24])([CH3:23])[CH3:22]>N1C=CC=CC=1>[CH2:1]([O:8][C:9]1[CH:10]=[CH:11][C:12]([C@@H:15]2[CH2:17][C@H:16]2[NH:18][C:19](=[O:25])[O:20][C:21]([CH3:24])([CH3:23])[CH3:22])=[CH:13][CH:14]=1)[C:2]1[CH:3]=[CH:4][CH:5]=[CH:6][CH:7]=1. Reported procedure: 200 mg of intermediate x (trans)-2-[4-(benzyloxy)phenyl]cyclopropanamine were dissolved in pyridine (5 mL) and tertbutyl carbonate (200 mg) was then added. The mixture was stirred at room temperature for 12 h, the poured into ice-water. The desired compound was filtered and dried. 1H-NMR (MeOH, 250 MHz, δ): 7.45-7.27 (m, 5H, ArH); 6.96 (d, 8.5 Hz, 2H, ArH); 6.86 (d, J=8.5 Hz, 2H, ArH); 5.03 (s, 2H, CH2); 2.41-2.34 (m, 1H, CH); 1.86-1.76 (m, 10H, CH); 0.98-0.85 (m, 2H, CH2). Starting materials: C([O-])([O-])=O.[Na+].[Na+] (sodium carbonate), C(C)(C)N (isopropyl amine), BrCC1=C(N=NC(=C1CBr)Cl)Cl (4,5-bis(bromomethyl)-3,6-dichloropyridazine), CCCCCCC (heptane). The reagents and catalysts are [I-].C(CCC)[N+](CCCC)(CCCC)CCCC (tetrabutylammonium iodide). The solvent is C1CCOC1 (THF), C1CCOC1 (THF). Reaction conditions: temperature 70 celsius. Yields the product ClC1=NN=C(C=2C1=CN(C2)C(C)C)Cl (1,4-dichloro-6-isopropyl-6H-pyrrolo[3,4-d]pyridazine). Yield: 58.2%. As a reaction SMILES: Br[CH2:2][C:3]1[C:8]([CH2:9]Br)=[C:7]([Cl:11])[N:6]=[N:5][C:4]=1[Cl:12].C(=O)([O-])[O-].[Na+].[Na+].[CH:19]([NH2:22])([CH3:21])[CH3:20].CCCCCCC>C1COCC1.[I-].C([N+](CCCC)(CCCC)CCCC)CCC>[Cl:11][C:7]1[C:8]2=[CH:9][N:22]([CH:19]([CH3:21])[CH3:20])[CH:2]=[C:3]2[C:4]([Cl:12])=[N:5][N:6]=1 |f:1.2.3,7.8|. Procedure details: To a suspension of 4,5-bis(bromomethyl)-3,6-dichloropyridazine (700 mg, 2.09 mmol) in 66 mL anhydrous THF was added with sodium carbonate (443 mg, 4.18 mmol) and tetrabutylammonium iodide (77.2 mg, 0.21 mmol). The reaction mixture was added with isopropyl amine (0.18 mL, 2.09 mmol) in 10 mL THF dropwisely for 2 h. The reaction mixture was heated at 70° C. for 3 h. The reaction mixture was concentrated, dissolved in DCM and washed with water and brine. The organics solution was dried over Na2SO4 ... The reactants are CN(C)CCCc1c[nH]c2c1CCCC2, CN(C)C=O, ClCCl, [Na+], [OH-], O, O=P(Cl)(Cl)Cl. The product is CN(C)CCCc1c(C=O)[nH]c2c1CCCC2. As a reaction SMILES: [CH3:11][N:12]([CH2:13][CH2:14][CH2:15][c:16]1[cH:17][nH:18][c:19]2[c:24]1[CH2:23][CH2:22][CH2:21][CH2:20]2)[CH3:25].[CH3:1][N:2]([CH:3]=[O:4])[CH3:5].[Cl:29][CH2:30][Cl:31].[Na+:27].[OH-:26].[OH2:28].[P:6]([Cl:7])([Cl:8])([Cl:9])=[O:10]>>[CH:3](=[O:4])[c:17]1[c:16]([CH2:15][CH2:14][CH2:13][N:12]([CH3:11])[CH3:25])[c:24]2[c:19]([nH:18]1)[CH2:20][CH2:21][CH2:22][CH2:23]2.